Dataset: the Open Reaction Database (ORD), a public repository of structured organic reaction records. Task: describe an organic reaction: reactants, conditions, products, and yield The reactants are C(=O)(O)C=1C=C(C=C2C=3C=CC=CC3C=3NC(C=4N(C32)C=CN4)=O)C=CC1 (10-(3-carboxybenzylidene)-5H,10H-imidazo[1,2-a]indeno[1,2-e]pyrazin-4-one), CO (methanol). Reagents/catalysts: [Pd] (palladium-on-charcoal). Run in CN(C=O)C (dimethylformamide). The product is C(=O)(O)C=1C=C(CC2C=3C=CC=CC3C=3NC(C=4N(C32)C=CN4)=O)C=CC1 (10-(3-carboxybenzyl)-5H,10H-imidazo[1,2-a]indeno[1,2-e]pyrazin-4-one). Yield: 73.5%. Reaction SMILES: [C:1]([C:4]1[CH:5]=[C:6]([CH:25]=[CH:26][CH:27]=1)[CH:7]=[C:8]1[C:20]2[N:19]3[CH:21]=[CH:22][N:23]=[C:18]3[C:17](=[O:24])[NH:16][C:15]=2[C:14]2[CH:13]=[CH:12][CH:11]=[CH:10][C:9]1=2)([OH:3])=[O:2].CO>[Pd].CN(C)C=O>[C:1]([C:4]1[CH:5]=[C:6]([CH:25]=[CH:26][CH:27]=1)[CH2:7][CH:8]1[C:20]2[N:19]3[CH:21]=[CH:22][N:23]=[C:18]3[C:17](=[O:24])[NH:16][C:15]=2[C:14]2[CH:13]=[CH:12][CH:11]=[CH:10][C:9]1=2)([OH:3])=[O:2]. Procedure: The process is performed as in Example 3 but starting with 6.9 g of 10-(3-carboxybenzylidene)-5H,10H-imidazo[1,2-a]indeno[1,2-e]pyrazin-4-one, 50 ml of methanol, 250 ml of dimethylformamide and 0.7 g of 10% palladium-on-charcoal. After evaporation of the solvents and trituration of the solid obtained with 100 ml of methanol, 5.1 g of 10-(3-carboxybenzyl)-5H,10H-imidazo[1,2-a]indeno[1,2-e]pyrazin-4-one are obtained in the form of an off-white solid melting above 260° C., which product is converte...